The task is: describe an organic reaction: reactants, conditions, products, and yield. This data is from the Open Reaction Database (ORD), a public repository of structured organic reaction records. Reactants: C(#C)C=1C=C(C=CC1)NC1=C(C=NC2=CC=C(C=C12)[N+](=O)[O-])C#N (4-[(3-ethynylphenyl)amino]-6-nitro-quinoline-3-carbonitrile), SnCl2 dihydrate. Solvent: C(C)O (ethanol). Run at time 2 hour. Product: NC=1C=C2C(=C(C=NC2=CC1)C#N)NC1=CC(=CC=C1)C#C (6-Amino-4-[(3-ethynylphenyl)amino)-quinoline-3-carbonitrile). Isolated yield 96.1%. RXN SMILES: [C:1]([C:3]1[CH:4]=[C:5]([NH:9][C:10]2[C:19]3[C:14](=[CH:15][CH:16]=[C:17]([N+:20]([O-])=O)[CH:18]=3)[N:13]=[CH:12][C:11]=2[C:23]#[N:24])[CH:6]=[CH:7][CH:8]=1)#[CH:2]>C(O)C>[NH2:20][C:17]1[CH:18]=[C:19]2[C:14](=[CH:15][CH:16]=1)[N:13]=[CH:12][C:11]([C:23]#[N:24])=[C:10]2[NH:9][C:5]1[CH:6]=[CH:7][CH:8]=[C:3]([C:1]#[CH:2])[CH:4]=1. Procedure details: A mixture of 2.00 g (6.36 mmol) 4-[(3-ethynylphenyl)amino]-6-nitro-quinoline-3-carbonitrile, 100 ml ethanol, and 7.19 g (31.8 mmol) SnCl2 dihydrate was heated to reflux under N2. Removed heat at 3½ hours and added ice water. Made basic with sodium bicarbonate and stirred for 2 hours. Extracted with chloroform, stirred organic layer with Darco, dried with sodium sulfate, filtered, stripped solvent, and dried in vacuo, giving 1.737 g of yellow-brown solid: mass spectrum (electrospray m/e): M+H=285... Starting materials: Nc1ncc2c(n1)CC(c1ccccc1Br)CC2=O, Nc1ncc2c(n1)CC(c1ccc(F)cc1-c1cccnc1)CC2=O. Yields the product Nc1ncc2c(n1)CC(c1ccccc1-c1cccnc1)CC2=O. As a reaction SMILES: [NH2:1][c:2]1[n:3][cH:4][c:5]2[c:18]([n:19]1)[CH2:17][CH:9]([c:10]1[cH:11][cH:12][cH:13][cH:14][c:15]1[Br:16])[CH2:8][C:6]2=[O:7].[NH2:20][c:21]1[n:22][c:23]2[c:28]([cH:29][n:30]1)[C:27](=[O:31])[CH2:26][CH:25]([c:32]1[c:33](-[c:39]3[cH:40][n:41][cH:42][cH:43][cH:44]3)[cH:34][c:35]([F:38])[cH:36][cH:37]1)[CH2:24]2>>[NH2:20][c:21]1[n:22][c:23]2[c:28]([cH:29][n:30]1)[C:27](=[O:31])[CH2:26][CH:25]([c:32]1[c:33](-[c:39]3[cH:40][n:41][cH:42][cH:43][cH:44]3)[cH:34][cH:35][cH:36][cH:37]1)[CH2:24]2. Starting materials: BrC=1SC=C(N1)C1=C(C=C(C=C1)Br)F (2-Bromo-4-(4-bromo-2-fluorophenyl)-1,3-thiazole), NC(CO)(C)C (2-amino-2-methyl-1-propanol). Conditions: temperature 175 celsius. Product: BrC1=CC(=C(C=C1)C=1N=C(SC1)NC(CO)(C)C)F (2-{[4-(4-bromo-2-fluorophenyl)-1,3-thiazol-2-yl]amino}-2-methylpropan-1-ol). Yield: 19.7%. RXN SMILES: Br[C:2]1[S:3][CH:4]=[C:5]([C:7]2[CH:12]=[CH:11][C:10]([Br:13])=[CH:9][C:8]=2[F:14])[N:6]=1.[NH2:15][C:16]([CH3:20])([CH3:19])[CH2:17][OH:18]>>[Br:13][C:10]1[CH:11]=[CH:12][C:7]([C:5]2[N:6]=[C:2]([NH:15][C:16]([CH3:20])([CH3:19])[CH2:17][OH:18])[S:3][CH:4]=2)=[C:8]([F:14])[CH:9]=1. Procedure: 2-Bromo-4-(4-bromo-2-fluorophenyl)-1,3-thiazole (1.5 g, 4.4 mmol), prepared in the previous step, and 2-amino-2-methyl-1-propanol (2.5 mL, 26.7 mmol) were placed in a sealed tube and heated to 175° C. overnight. The reaction was concentrated under reduced pressure. The residue was purified on silica gel using a stepwise gradient of 5-40% ethyl acetate:hexane to give 2-{[4-(4-bromo-2-fluorophenyl)-1,3-thiazol-2-yl]amino}-2-methylpropan-1-ol (0.3 g, 22%), MS (ES) m/z 346 [M+H]+. Starting materials: C1CCCCC1, ClCCl, ClCCl, COC(=O)C(CO)NC(=O)OCc1ccccc1, C=CCOC(=N)C(Cl)(Cl)Cl. Yields the product C=CCOCC(NC(=O)OCc1ccccc1)C(=O)OC. RXN SMILES: [CH2:29]1[CH2:30][CH2:31][CH2:32][CH2:33][CH2:34]1.[CH2:35]([Cl:36])[Cl:37].[CH2:38]([Cl:39])[Cl:40].[CH3:1][O:2][C:3]([CH:4]([NH:5][C:6](=[O:7])[O:8][CH2:9][c:10]1[cH:11][cH:12][cH:13][cH:14][cH:15]1)[CH2:16][OH:17])=[O:18].[Cl:19][C:20]([Cl:21])([Cl:22])[C:26](=[NH:27])[O:28][CH2:23][CH:24]=[CH2:25]>>[CH3:1][O:2][C:3]([CH:4]([NH:5][C:6](=[O:7])[O:8][CH2:9][c:10]1[cH:11][cH:12][cH:13][cH:14][cH:15]1)[CH2:16][O:17][CH2:25][CH:24]=[CH2:23])=[O:18]. Reactants: C1COCCO1, Cl, CC(C)(C)OC(=O)N1CCC(Oc2ccc(OC(F)(F)C(F)(F)F)cc2)CC1. The product is Cl, FC(F)(F)C(F)(F)Oc1ccc(OC2CCNCC2)cc1. As a reaction SMILES: [CH2:30]1[O:31][CH2:32][CH2:33][O:34][CH2:35]1.[ClH:29].[F:1][C:2]([C:3]([F:4])([F:5])[F:6])([O:7][c:8]1[cH:9][cH:10][c:11]([O:12][CH:13]2[CH2:14][CH2:15][N:16]([C:19]([O:20][C:21]([CH3:22])([CH3:23])[CH3:24])=[O:25])[CH2:17][CH2:18]2)[cH:26][cH:27]1)[F:28]>>[ClH:29].[F:1][C:2]([C:3]([F:4])([F:5])[F:6])([O:7][c:8]1[cH:9][cH:10][c:11]([O:12][CH:13]2[CH2:14][CH2:15][NH:16][CH2:17][CH2:18]2)[cH:26][cH:27]1)[F:28]. Starting materials: CC(C)(C)CC1CNC(c2cccc(Cl)c2F)C1(C#N)c1ccc(Cl)cc1F, ClCCl, O=C=Nc1ccc(F)cc1. Yields the product CC(C)(C)CC1CN(C(=O)Nc2ccc(F)cc2)C(c2cccc(Cl)c2F)C1(C#N)c1ccc(Cl)cc1F. RXN SMILES: [Cl:1][c:2]1[c:3]([F:28])[c:4]([CH:8]2[NH:9][CH2:10][CH:11]([CH2:23][C:24]([CH3:25])([CH3:26])[CH3:27])[C:12]2([C:13]#[N:14])[c:15]2[c:16]([F:22])[cH:17][c:18]([Cl:21])[cH:19][cH:20]2)[cH:5][cH:6][cH:7]1.[Cl:39][CH2:40][Cl:41].[F:29][c:30]1[cH:31][cH:32][c:33]([N:36]=[C:37]=[O:38])[cH:34][cH:35]1>>[Cl:1][c:2]1[c:3]([F:28])[c:4]([CH:8]2[N:9]([C:37]([NH:36][c:33]3[cH:32][cH:31][c:30]([F:29])[cH:35][cH:34]3)=[O:38])[CH2:10][CH:11]([CH2:23][C:24]([CH3:25])([CH3:26])[CH3:27])[C:12]2([C:13]#[N:14])[c:15]2[c:16]([F:22])[cH:17][c:18]([Cl:21])[cH:19][cH:20]2)[cH:5][cH:6][cH:7]1. RXN SMILES: [CH3:1][N:2]1[N:10]=[C:9]([C:11]([NH:13][CH:14]2[CH2:21][CH:20]3[N:22]([CH3:23])[CH:16]([CH2:17][CH2:18][CH2:19]3)[CH2:15]2)=[O:12])[C:8]2[CH:7]=[CH:6][CH:5]=[CH:4][C:3]1=2.[ClH:24]>C1(C)C=CC=CC=1>[CH3:1][N:2]1[N:10]=[C:9]([C:11]([NH:13][CH:14]2[CH2:21][CH:20]3[N:22]([CH3:23])[CH:16]([CH2:17][CH2:18][CH2:19]3)[CH2:15]2)=[O:12])[C:8]2[CH:7]=[CH:6][CH:5]=[CH:4][C:3]1=2.[ClH:24] |f:3.4|. Product: CN1C=2C=CC=CC2C(=N1)C(=O)NC3CC4CCCC(C3)N4C.Cl (granisetron hydrochloride). Procedure details: Granisetron (60.0 g) and toluene (12 parts) are charged to a suitable reactor and heated to dissolution. Conc. hydrochloric acid (1.1 eq) is added drop wise while maintaining the temperature at 50 to 60° C. The resulting suspension is distilled at below 80° C. to ⅔ volume and cooled to below 10° C. The solid is collected and dried to provide granisetron hydrochloride (53.6-67 g). Conditions: temperature 55 celsius. Run in C1(=CC=CC=C1)C (toluene). Starting materials: CN1C=2C=CC=CC2C(=N1)C(=O)NC3CC4CCCC(C3)N4C (Granisetron), Cl (hydrochloric acid). Starting materials: O=c1c2ccccc2c(Br)nn1-c1ccc([N+](=O)[O-])cc1, CCOC(C)=O. The product is Nc1ccc(-n2nc(Br)c3ccccc3c2=O)cc1. Reaction SMILES: [Br:1][c:2]1[n:3][n:4](-[c:13]2[cH:14][cH:15][c:16]([N+:19]([O-:20])=[O:21])[cH:17][cH:18]2)[c:5](=[O:12])[c:6]2[cH:7][cH:8][cH:9][cH:10][c:11]12.[CH3:22][CH2:23][O:24][C:25]([CH3:26])=[O:27]>>[Br:1][c:2]1[n:3][n:4](-[c:13]2[cH:14][cH:15][c:16]([NH2:19])[cH:17][cH:18]2)[c:5](=[O:12])[c:6]2[cH:7][cH:8][cH:9][cH:10][c:11]12.